From a dataset of the Open Reaction Database (ORD), a public repository of structured organic reaction records. describe an organic reaction: reactants, conditions, products, and yield Starting materials: CCCn1c(=O)c2c(nc(-c3ccc(OCc4ccccc4)cc3)n2COCC[Si](C)(C)C)n(CCC)c1=O, CO. Product: CCCn1c(=O)c2c(nc(-c3ccc(O)cc3)n2COCC[Si](C)(C)C)n(CCC)c1=O. Reaction SMILES: [CH2:1]([c:2]1[cH:3][cH:4][cH:5][cH:6][cH:7]1)[O:8][c:9]1[cH:10][cH:11][c:12](-[c:15]2[n:16][c:17]3[n:18]([CH2:37][CH2:38][CH3:39])[c:19](=[O:36])[n:20]([CH2:33][CH2:34][CH3:35])[c:21](=[O:32])[c:22]3[n:23]2[CH2:24][O:25][CH2:26][CH2:27][Si:28]([CH3:29])([CH3:30])[CH3:31])[cH:13][cH:14]1.[CH3:40][OH:41]>>[OH:8][c:9]1[cH:10][cH:11][c:12](-[c:15]2[n:16][c:17]3[n:18]([CH2:37][CH2:38][CH3:39])[c:19](=[O:36])[n:20]([CH2:33][CH2:34][CH3:35])[c:21](=[O:32])[c:22]3[n:23]2[CH2:24][O:25][CH2:26][CH2:27][Si:28]([CH3:29])([CH3:30])[CH3:31])[cH:13][cH:14]1.